From a dataset of the Open Reaction Database (ORD), a public repository of structured organic reaction records. describe an organic reaction: reactants, conditions, products, and yield The reactants are ClCC(=O)N1C2=C(N(C(C3=C1C=CC=C3)=O)C)C=CC=N2 (11-chloroacetyl-5,11-dihydro-5-methyl-6H-pyrido[2,3-b]-[1,4]benzodiazepine-6-one), C([O-])([O-])=O.[Na+].[Na+] (sodium carbonate), C1OC=2C=C(CN3CCNCC3)C=CC2O1 (1-[(3,4-methylenedioxy)benzyl]-piperazine). Solvent: C(C)O (ethanol). The product is CN1C2=C(N(C3=C(C1=O)C=CC=C3)C(CN3CCN(CC3)CC3=CC1=C(C=C3)OCO1)=O)N=CC=C2 (5,11-Dihydro-5-methyl-11-{[4-(3,4methylenedioxy-benzyl)-1-piperazinyl]acetyl}-6H-pyrido[2,3-b][1,4]benzodiazepin-6-one). Reaction SMILES: Cl[CH2:2][C:3]([N:5]1[C:11]2[CH:12]=[CH:13][CH:14]=[CH:15][C:10]=2[C:9](=[O:16])[N:8]([CH3:17])[C:7]2[CH:18]=[CH:19][CH:20]=[N:21][C:6]1=2)=[O:4].C(=O)([O-])[O-].[Na+].[Na+].[CH2:28]1[O:43][C:42]2[CH:41]=[CH:40][C:32]([CH2:33][N:34]3[CH2:39][CH2:38][NH:37][CH2:36][CH2:35]3)=[CH:31][C:30]=2[O:29]1>C(O)C>[CH3:17][N:8]1[C:9](=[O:16])[C:10]2[CH:15]=[CH:14][CH:13]=[CH:12][C:11]=2[N:5]([C:3](=[O:4])[CH2:2][N:37]2[CH2:38][CH2:39][N:34]([CH2:33][C:32]3[CH:40]=[CH:41][C:42]4[O:43][CH2:28][O:29][C:30]=4[CH:31]=3)[CH2:35][CH2:36]2)[C:6]2[N:21]=[CH:20][CH:19]=[CH:18][C:7]1=2 |f:1.2.3|. Reported procedure: 10.5 gm of 11-chloroacetyl-5,11-dihydro-5-methyl-6H-pyrido[2,3-b]-[1,4]benzodiazepine-6-one, 3.8 gm of sodium carbonate and 8 gm of 1-[(3,4-methylenedioxy)benzyl]-piperazine were reacted in 200 ml of absolute ethanol and worked up in analogy to Example 1. Starting materials: CC(C)(C)c1nc2ccc(Cl)c(S(=O)(=O)Cl)c2o1, C1CCOC1, CCNOC, CCOC(C)=O, Cl. Yields the product CCN(OC)S(=O)(=O)c1c(Cl)ccc2nc(C(C)(C)C)oc12. RXN SMILES: [C:7]([CH3:8])([CH3:9])([CH3:10])[c:11]1[o:12][c:13]2[c:14]([n:15]1)[cH:16][cH:17][c:18]([Cl:24])[c:19]2[S:20](=[O:21])(=[O:22])[Cl:23].[CH2:25]1[O:26][CH2:27][CH2:28][CH2:29]1.[CH2:2]([CH3:3])[NH:4][O:5][CH3:6].[CH3:30][CH2:31][O:32][C:33]([CH3:34])=[O:35].[ClH:1]>>[CH2:2]([CH3:3])[N:4]([O:5][CH3:6])[S:20]([c:19]1[c:13]2[o:12][c:11]([C:7]([CH3:8])([CH3:9])[CH3:10])[n:15][c:14]2[cH:16][cH:17][c:18]1[Cl:24])(=[O:21])=[O:22]. The reactants are O=C(O)c1ncccn1, NCc1ccc(F)cc1F. Reagents/catalysts: C1CCC(CC1)N=C=NC2CCCCC2 (DCC), C1=CC2=C(C=C1Cl)N(N=N2)O (6-Cl-HOBT). Run in CN(C)C=O (DMF), CN(C)C=O (DMF), CN(C)C=O (DMF), CN(C)C=O (DMF), CN(C)C=O (DMF), CN(C)C=O (DMF). Conditions: temperature 25 celsius, time 2 hour. The product is O=C(NCc1ccc(F)cc1F)c1ncccn1. Yield: 40.3%. Reaction SMILES: NCc1ccc(F)cc1F.O=C(O)c1ncccn1.C1CCC(CC1)N=C=NC2CCCCC2.C1=CC2=C(C=C1Cl)N(N=N2)O.CN(C)C=O>>O=C(NCc1ccc(F)cc1F)c1ncccn1. Reported procedure: A mixture of 3.3 g (0.027 mole) of 3-ethylcyclobutanecarboxylic acid (prepared in 1E) and 9.4 g (5.7 ml, 0.080 mole) of thionyl chloride was prepared and allowed to stir at room temperature for about 15 hr. Excess thionyl chloride was removed by distillation at atmospheric pressure. The residue was distilled at reduced pressure to yield 2.4 g of the title compound having the following physical characteristics: The product is C(C)C1CC(C1)C(=O)Cl (3-Ethylcyclobutanecarboxylic acid chloride). Starting materials: C(C)C1CC(C1)C(=O)O (3-ethylcyclobutanecarboxylic acid), S(=O)(Cl)Cl (thionyl chloride). RXN SMILES: [CH2:1]([CH:3]1[CH2:6][CH:5]([C:7]([OH:9])=O)[CH2:4]1)[CH3:2].S(Cl)([Cl:12])=O>>[CH2:1]([CH:3]1[CH2:6][CH:5]([C:7]([Cl:12])=[O:9])[CH2:4]1)[CH3:2]. Conditions: time 15 hour. Yield: 60.6%.